From a dataset of the Open Reaction Database (ORD), a public repository of structured organic reaction records. describe an organic reaction: reactants, conditions, products, and yield The reactants are N1C(=CC2=CC=CC=C12)C=1C=CC(=C(C1)N=C=S)OC ([5-(1H-indol-2-yl)-2-methoxy-phenyl]-isothiocyanate), N1C(=CC2=CC=CC=C12)C=1C=CC(=C(C1)N=C=S)OC ([5-(1H-indol-2-yl)-2-methoxy-phenyl]-isothiocyanate), C(C)(C)(C)OC(=O)NCCN (mono-tert-butyloxycarbonyl ethylenediamine). The solvent is C(C)(=O)OCC (ethyl acetate). Conditions: time 1 hour. Product: C(C)(C)(C)OC(NCCNC(=S)NC1=C(C=CC(=C1)C=1NC2=CC=CC=C2C1)OC)=O ((2-{3-[5-(1H-Indol-2-yl)-2-methoxy-phenyl]-thioureido}-ethyl)-carbamic acid tert-butyl ester). RXN SMILES: [NH:1]1[C:9]2[C:4](=[CH:5][CH:6]=[CH:7][CH:8]=2)[CH:3]=[C:2]1[C:10]1[CH:11]=[CH:12][C:13]([O:19][CH3:20])=[C:14]([N:16]=[C:17]=[S:18])[CH:15]=1.[C:21]([O:25][C:26]([NH:28][CH2:29][CH2:30][NH2:31])=[O:27])([CH3:24])([CH3:23])[CH3:22]>C(OCC)(=O)C>[C:21]([O:25][C:26](=[O:27])[NH:28][CH2:29][CH2:30][NH:31][C:17]([NH:16][C:14]1[CH:15]=[C:10]([C:2]2[NH:1][C:9]3[C:4]([CH:3]=2)=[CH:5][CH:6]=[CH:7][CH:8]=3)[CH:11]=[CH:12][C:13]=1[O:19][CH3:20])=[S:18])([CH3:24])([CH3:22])[CH3:23]. Procedure details: The product from Example 26, Step A, [5-(1H-indol-2-yl)-2-methoxy-phenyl]-isothiocyanate, (0.272 g, 1.0 mmol) and mono-tert-butyloxycarbonyl ethylenediamine (0.156 g, 1.0 mmol) were heated briefly to 50° C. in ethyl acetate (20 mL). The reaction mixture was allowed to stand 1 hour at room temperature and was then concentrated. The residue was filtered through silica gel using hexanes/ethyl acetate as eluant The purest product-containing factions were combined, concentrated, and triturated with 3... The reactants are C(C)N1C(CN=C(C2=C1C=CC(=C2)C(C)=NO)C2=C(C=CC=C2)F)=O (1-ethyl-5-(o-fluorophenyl)-1,3-dihydro-7-[1-(hydroxyimino)ethyl]-2H-1,4-benzodiazepin-2-one), [H][H] (hydrogen). Reagents/catalysts: [Ni] (Raney-nickel). Run in C(C)O (ethanol). Yields the product NC(C)C=1C=CC2=C(C(=NCC(N2CC)=O)C2=C(C=CC=C2)F)C1 (7-(1-aminoethyl)-1-ethyl-5-(o-fluorophenyl)-1,3-dihydro-2H-1,4-benzodiazepin-2-one). RXN SMILES: [CH2:1]([N:3]1[C:9]2[CH:10]=[CH:11][C:12]([C:14](=[N:16]O)[CH3:15])=[CH:13][C:8]=2[C:7]([C:18]2[CH:23]=[CH:22][CH:21]=[CH:20][C:19]=2[F:24])=[N:6][CH2:5][C:4]1=[O:25])[CH3:2].[H][H]>C(O)C.[Ni]>[NH2:16][CH:14]([C:12]1[CH:11]=[CH:10][C:9]2[N:3]([CH2:1][CH3:2])[C:4](=[O:25])[CH2:5][N:6]=[C:7]([C:18]3[CH:23]=[CH:22][CH:21]=[CH:20][C:19]=3[F:24])[C:8]=2[CH:13]=1)[CH3:15]. Procedure details: A solution of 1 g (2.95 mmol) of 1-ethyl-5-(o-fluorophenyl)-1,3-dihydro-7-[1-(hydroxyimino)ethyl]-2H-1,4-benzodiazepin-2-one in 150 ml of ethanol is stirred with 1.0 g of Raney-nickel paste for 21 hours in a hydrogen atmosphere at 50°. After filtration over Digalite and evaporation in vacuo, there is obtained 7-(1-aminoethyl)-1-ethyl-5-(o-fluorophenyl)-1,3-dihydro-2H-1,4-benzodiazepin-2-one of melting point 53°-55°.